From a dataset of the Open Reaction Database (ORD), a public repository of structured organic reaction records. describe an organic reaction: reactants, conditions, products, and yield Reactants: CO (methanol), N1(CCCCC1)S(=O)(=O)N1C2=C(OCC1)N=CC(=C2)C(=O)O (1-(piperidin-1-ylsulfonyl)-2,3-dihydro-1H-pyrido[2,3-b][1,4]oxazine-7-carboxylic acid), C(C(=O)Cl)(=O)Cl (oxalyl chloride), CN(C)C=O (DMF), methyl ester. The solvent is ClCCCl (DCE). Conditions: temperature 50 celsius, time 16 hour. Yields the product N1(CCCCC1)S(=O)(=O)N1C2=C(OCC1)N=CC(=C2)C(=O)Cl (1-(piperidin-1-ylsulfonyl)-2,3-dihydro-1H-pyrido[2,3-b][1,4]oxazine-7-carbonyl chloride). RXN SMILES: [N:1]1([S:7]([N:10]2[CH2:15][CH2:14][O:13][C:12]3[N:16]=[CH:17][C:18]([C:20]([OH:22])=O)=[CH:19][C:11]2=3)(=[O:9])=[O:8])[CH2:6][CH2:5][CH2:4][CH2:3][CH2:2]1.C(Cl)(=O)C([Cl:26])=O.CN(C=O)C.CO>ClCCCl>[N:1]1([S:7]([N:10]2[CH2:15][CH2:14][O:13][C:12]3[N:16]=[CH:17][C:18]([C:20]([Cl:26])=[O:22])=[CH:19][C:11]2=3)(=[O:9])=[O:8])[CH2:6][CH2:5][CH2:4][CH2:3][CH2:2]1. Procedure: To a suspension of 1-(piperidin-1-ylsulfonyl)-2,3-dihydro-1H-pyrido[2,3-b][1,4]oxazine-7-carboxylic acid (110 mg, 0.336 mmol) in DCE (5 mL) was added oxalyl chloride (293 μL, 3.36 mmol) and DMF (5 μL, 0.065 mmol). The reaction was heated to 50° C. and stirred at that temperature for 16 h. The reaction was concentrated in vacuo and used without further purification. The reaction yield was assumed to be 100% for calculation purposes only. LCMS (methanol adduct, i.e. the methyl ester; +ESI) m/z=342...